From a dataset of the Open Reaction Database (ORD), a public repository of structured organic reaction records. describe an organic reaction: reactants, conditions, products, and yield Starting materials: O=C1OCC=2N(C3=C1C=CC=C3)C=NC2C(N)=NO (5,6-Dihydro-6-oxo-4H-imidazo[1,5-a][4,1]benzoxazepine-3-amidoxime). The solvent is C(C(C)C)(=O)OC(C(C)C)=O (isobutyric anhydride). Product: C(C)(C)C1=NC(=NO1)C=1N=CN2C1COC(C1=C2C=CC=C1)=O (3-(5-Isopropyl-1,2,4-oxadiazol-3-yl)-5,6-dihydro-6-oxo-4H-imidazo[1,5-a][4,1]benzoxazepine). The yield is 112.8%. As a reaction SMILES: [O:1]=[C:2]1[C:8]2[CH:9]=[CH:10][CH:11]=[CH:12][C:7]=2[N:6]2[CH:13]=[N:14][C:15]([C:16](=[N:18][OH:19])[NH2:17])=[C:5]2[CH2:4][O:3]1>C(OC(=O)C(C)C)(=O)C(C)C>[CH:8]([C:9]1[O:19][N:18]=[C:16]([C:15]2[N:14]=[CH:13][N:6]3[C:7]4[CH:12]=[CH:11][CH:10]=[CH:9][C:8]=4[C:2](=[O:1])[O:3][CH2:4][C:5]=23)[N:17]=1)([CH3:2])[CH3:7]. Reported procedure: 5,6-Dihydro-6-oxo-4H-imidazo[1,5-a][4,1]benzoxazepine-3-amidoxime (2 g, 8 mmole) in isobutyric anhydride (6 ml) was heated at 150° C. for 1.5 hours. The crude product in ethyl acetate:hexane (1:1) was chromatographed on silica and then crystallised from ethyl acetate:hexane to give the product (1.4 g, 58%), m.p. 143°-144° C. Reactants: COC=1C=CC=2C=3C4=C(C=CC3NC2C1)C(CC4)=O (8-Methoxy-1,6-dihydrocyclopenta[c]carbazol-3(2H)-one), C1=CC=CC=2C3=CC=CC=C3NC12 (carbazole), [H-].[Na+] (NaH), Cl.CN(CCCCl)C (3-dimethylamino-1-propyl chloride hydrochloride). The solvent is C(Cl)Cl (CH2Cl2), C(Cl)Cl.C(C)(=O)OCC (CH2Cl2 ethyl acetate), C(Cl)(Cl)Cl.CO (CHCl3 MeOH), O (water). Run at time 7.5 minute. Product: CN(CCCN1C=2C=C(C=CC2C=2C3=C(C=CC12)C(CC3)=O)OC)C (6-[3-(Dimethylamino)propyl]-8-methoxy-1,6-dihydrocyclopenta[c]carbazol-3(2H)-one). As a reaction SMILES: [CH3:1][O:2][C:3]1[CH:4]=[CH:5][C:6]2[C:7]3[C:8]4[CH2:18][CH2:17][C:16](=[O:19])[C:9]=4[CH:10]=[CH:11][C:12]=3[NH:13][C:14]=2[CH:15]=1.[H-].[Na+].Cl.[CH3:23][N:24]([CH3:29])[CH2:25][CH2:26][CH2:27]Cl.C1C2NC3C(=CC=CC=3)C=2C=CC=1>C(Cl)Cl.O.C(Cl)(Cl)Cl.CO.C(Cl)Cl.C(OCC)(=O)C>[CH3:23][N:24]([CH3:29])[CH2:25][CH2:26][CH2:27][N:13]1[C:12]2[CH:11]=[CH:10][C:9]3[C:16](=[O:19])[CH2:17][CH2:18][C:8]=3[C:7]=2[C:6]2[CH:5]=[CH:4][C:3]([O:2][CH3:1])=[CH:15][C:14]1=2 |f:1.2,3.4,8.9,10.11|. Procedure details: Compound 36 (1.0 g, 3.98 mmol) was suspended in CH2Cl2 (10 mL); NaH (0.75 g, 12.0 mmol, 3 eq.) was added. The mixture was stirred at room temperature for 5-10 min; then 3-dimethylamino-1-propyl chloride hydrochloride (0.75 g, 4.74 mmol, 1.2 eq.) was added. The reaction mixture was heated to 70° C., kept at this temperature for 2 h (TLC monitoring, eluent: CH2Cl2-ethyl acetate, 1:1—the presence of initial carbazole, CHCl3-MeOH, 9:1—purity of the product). The resulting mixture was diluted with wa... Reactants: C(C)(C)(C)OC(=O)N[C@@H]1C[C@@H](NC2=CC(=CC(=C12)Cl)Cl)C(=O)O (cis-4-tertiary-butyloxycarbonylamino-2-carboxy-5,7-dichloro-1,2,3,4-tetrahydroquinoline), Cl (hydrogen chloride), solution. The solvent is C(C)(=O)OCC (ethyl acetate), C(C)(=O)OCC (ethyl acetate). Run at time 2.5 hour. Yields the product Cl.N[C@@H]1C[C@@H](NC2=CC(=CC(=C12)Cl)Cl)C(=O)O (Cis-4-amino-2-carboxy-5,7-dichloro-1,2,3,4-tetrahydroquinoline hydrochloride). Yield: 177.1%. As a reaction SMILES: C(OC([NH:8][C@H:9]1[C:18]2[C:13](=[CH:14][C:15]([Cl:20])=[CH:16][C:17]=2[Cl:19])[NH:12][C@@H:11]([C:21]([OH:23])=[O:22])[CH2:10]1)=O)(C)(C)C.Cl>C(OCC)(=O)C>[ClH:19].[NH2:8][C@H:9]1[C:18]2[C:13](=[CH:14][C:15]([Cl:20])=[CH:16][C:17]=2[Cl:19])[NH:12][C@@H:11]([C:21]([OH:23])=[O:22])[CH2:10]1 |f:3.4|. Procedure details: To a solution of cis-4-tertiary-butyloxycarbonylamino-2-carboxy-5,7-dichloro-1,2,3,4-tetrahydroquinoline (100 mg, 0.277 mmol) in ethyl acetate (5 ml) was added hydrogen chloride in ethyl acetate (5 ml of an approx. 5M solution) and the resulting mixture was stirred at room temperature for 2.5 h. The solvent was removed in vacuo and the residue was triturated with ethyl acetate. The solid was collected by filtration to give the title compound (0.073 g, m.p. 176°-178 g°C.); δ (360 MHz, D2O) 2.42 (... The reactants are Brc1nccs1, CCOC1CNCCC1NC(=O)c1nc(Cl)c(CC)[nH]1, Cl, [Na+], [Na+], O=C([O-])[O-], CN(C)C=O. The product is CCOC1CN(c2nccs2)CCC1NC(=O)c1nc(Cl)c(CC)[nH]1. RXN SMILES: [Br:22][c:23]1[s:24][cH:25][cH:26][n:27]1.[Cl:2][c:3]1[n:4][c:5]([C:10](=[O:11])[NH:12][CH:13]2[CH:14]([O:19][CH2:20][CH3:21])[CH2:15][NH:16][CH2:17][CH2:18]2)[nH:6][c:7]1[CH2:8][CH3:9].[ClH:1].[Na+:28].[Na+:29].[O-:30][C:31](=[O:32])[O-:33].[O:34]=[CH:35][N:36]([CH3:37])[CH3:38]>>[Cl:2][c:3]1[n:4][c:5]([C:10](=[O:11])[NH:12][CH:13]2[CH:14]([O:19][CH2:20][CH3:21])[CH2:15][N:16]([c:23]3[s:24][cH:25][cH:26][n:27]3)[CH2:17][CH2:18]2)[nH:6][c:7]1[CH2:8][CH3:9]. Starting materials: CCOC(=O)CCc1ccc(OCc2cc(OCCO[Si](C)(C)C(C)(C)C)cc(Oc3ccccc3)c2)c(F)c1, C1CCOC1, CCCC[N+](CCCC)(CCCC)CCCC, CCOC(C)=O, [F-]. Yields the product CCOC(=O)CCc1ccc(OCc2cc(OCCO)cc(Oc3ccccc3)c2)c(F)c1. Reaction SMILES: [C:1]([Si:2]([CH3:3])([CH3:4])[O:6][CH2:7][CH2:8][O:9][c:10]1[cH:11][c:12]([CH2:13][O:14][c:15]2[c:16]([F:28])[cH:17][c:18]([CH2:21][CH2:22][C:23](=[O:24])[O:25][CH2:26][CH3:27])[cH:19][cH:20]2)[cH:29][c:30]([O:32][c:33]2[cH:34][cH:35][cH:36][cH:37][cH:38]2)[cH:31]1)([CH3:5])([CH3:39])[CH3:40].[CH2:41]1[O:42][CH2:43][CH2:44][CH2:45]1.[CH3:47][CH2:48][CH2:49][CH2:50][N+:51]([CH2:52][CH2:53][CH2:54][CH3:55])([CH2:56][CH2:57][CH2:58][CH3:59])[CH2:60][CH2:61][CH2:62][CH3:63].[CH3:64][CH2:65][O:66][C:67](=[O:68])[CH3:69].[F-:46]>>[OH:6][CH2:7][CH2:8][O:9][c:10]1[cH:11][c:12]([CH2:13][O:14][c:15]2[c:16]([F:28])[cH:17][c:18]([CH2:21][CH2:22][C:23](=[O:24])[O:25][CH2:26][CH3:27])[cH:19][cH:20]2)[cH:29][c:30]([O:32][c:33]2[cH:34][cH:35][cH:36][cH:37][cH:38]2)[cH:31]1. Reactants: Cl (hydrochloric acid), C(=O)C1=C(C=C(C(=C1)CC(=O)O)OC)C1=CC=CC=C1 (2-Formyl-5-methoxy-4-biphenylacetic acid), ice, [BH4-].[Na+] (sodium borohydride). The product is COC=1C(=CC(=C(C1)C1=CC=CC=C1)C)CC(=O)O (5-Methoxy-2-methyl-4-biphenylacetic acid). Reaction conditions: time 3 hour. Procedure details: 4 g of 2-Formyl-5-methoxy-4-biphenylacetic acid are dissolved in 300 ml of dry tetrahydrofuran and 2.5 g of sodium borohydride added. The reaction mixture is warmed to 80° for 40 minutes and, after cooling, dropped onto 150 g of ice, acidified with 2 N hydrochloric acid and extracted three times with ethyl acetate. The organic phases are washed with saturated brine, dried over Na2SO4 and concentrated. The residue is hydrogenated in 200 ml of ethyl acetate in the presence of 250 mg of Pd (10% on ... Run in O1CCCC1 (tetrahydrofuran). As a reaction SMILES: [CH:1]([C:3]1[CH:8]=[C:7]([CH2:9][C:10]([OH:12])=[O:11])[C:6]([O:13][CH3:14])=[CH:5][C:4]=1[C:15]1[CH:20]=[CH:19][CH:18]=[CH:17][CH:16]=1)=O.[BH4-].[Na+].Cl>O1CCCC1>[CH3:14][O:13][C:6]1[C:7]([CH2:9][C:10]([OH:12])=[O:11])=[CH:8][C:3]([CH3:1])=[C:4]([C:15]2[CH:20]=[CH:19][CH:18]=[CH:17][CH:16]=2)[CH:5]=1 |f:1.2|. The reactants are ClC1=NC=CC(=N1)N (2-chloro-4-pyrimidinylamine), C1(CCCC1)N1CCNCC1 (1-cyclopentyl-piperazine). The solvent is CN(C)C=O (DMF). Conditions: temperature 70 celsius. The product is C1(CCCC1)N1CCN(CC1)C1=NC=CC(=N1)N (2-(4-Cyclopentyl-piperazin-1-yl)-pyrimidin-4-ylamine). The yield is 51.0%. As a reaction SMILES: Cl[C:2]1[N:7]=[C:6]([NH2:8])[CH:5]=[CH:4][N:3]=1.[CH:9]1([N:14]2[CH2:19][CH2:18][NH:17][CH2:16][CH2:15]2)[CH2:13][CH2:12][CH2:11][CH2:10]1>CN(C=O)C>[CH:9]1([N:14]2[CH2:15][CH2:16][N:17]([C:2]3[N:7]=[C:6]([NH2:8])[CH:5]=[CH:4][N:3]=3)[CH2:18][CH2:19]2)[CH2:10][CH2:11][CH2:12][CH2:13]1. Procedure: A mixture of 0.5 g (3.86 mmol) 2-chloro-4-pyrimidinylamine (commercially available) and 1-cyclopentyl-piperazine (commercially available) in 1 mL DMF was heated to 70° C. for 16 h. The residue after filtration washed with diethyl ether and dried to yield 0.49 g (51%) of the title compound (intermediate 1) as white solid. MS (m/e): 284.3 (MH+).